Task: describe an organic reaction: reactants, conditions, products, and yield. Dataset: the Open Reaction Database (ORD), a public repository of structured organic reaction records The reactants are [BH4-], CO, Cc1nc2c(OC3c4ccccc4CC3O)cccn2c1C=O, [Na+]. Product: Cc1nc2c(OC3c4ccccc4CC3O)cccn2c1CO. Reaction SMILES: [BH4-:24].[CH3:26][OH:27].[CH:1](=[O:2])[c:3]1[c:4]([CH3:23])[n:5][c:6]2[n:7]1[cH:8][cH:9][cH:10][c:11]2[O:12][CH:13]1[CH:14]([OH:22])[CH2:15][c:16]2[cH:17][cH:18][cH:19][cH:20][c:21]21.[Na+:25]>>[CH2:1]([OH:2])[c:3]1[c:4]([CH3:23])[n:5][c:6]2[n:7]1[cH:8][cH:9][cH:10][c:11]2[O:12][CH:13]1[CH:14]([OH:22])[CH2:15][c:16]2[cH:17][cH:18][cH:19][cH:20][c:21]21. Reactants: C(C)(C)(C)O (tert-butanol), C([O-])([O-])=O.[K+].[K+] (potassium carbonate), ClC=1C=C(C=CC1F)N1C(C(OC2=C1C=CC(=C2)NS(=O)(=O)C)(C)C)=O (N-[4-(3-chloro-4-fluorophenyl)-2,2-dimethyl-3-oxo-3,4-dihydro-2H-1,4-benzoxazin-7-yl]methanesulfonamide), compound, C([O-])([O-])=O.[K+].[K+] (potassium carbonate), C(N)(OC(C)(C)C)=O (tert-butyl carbamate), C(C)(C)(C)O (tert-butanol), C(N)(OC(C)(C)C)=O (tert-butyl carbamate). Reagents/catalysts: C1(CCCCC1)P(C1=C(C=CC=C1)C1=C(C=C(C=C1C(C)C)C(C)C)C(C)C)C1CCCCC1 (2-dicyclohexylphosphino-2′,4′,6′-triisopropyl-1,1′-biphenyl), C(C)(=O)[O-].[Pd+2].C(C)(=O)[O-] (palladium acetate), C1(CCCCC1)P(C1=C(C=CC=C1)C1=C(C=C(C=C1C(C)C)C(C)C)C(C)C)C1CCCCC1 (2-dicyclohexylphosphino-2′,4′,6′-triisopropyl-1,1′-biphenyl), C1(=CC=CC=C1)B(O)O (phenylboronic acid), C(C)(=O)[O-].[Pd+2].C(C)(=O)[O-] (palladium acetate). Solvent: C(C)(=O)OCC (ethyl acetate). Run at time 20 minute. Yields the product CC1(OC2=C(N(C1=O)C=1C=CC(=C(C1)NC(OC(C)(C)C)=O)F)C=CC(=C2)NS(=O)(=O)C)C (tert-butyl (5-{2,2-dimethyl-7-[(methylsulfonyl)amino]-3-oxo-2,3-dihydro-4H-1,4-benzoxazin-4-yl}-2-fluorophenyl)-carbamate). Isolated yield 115.1%. RXN SMILES: C(O)(C)(C)C.Cl[C:7]1[CH:8]=[C:9]([N:14]2[C:19]3[CH:20]=[CH:21][C:22]([NH:24][S:25]([CH3:28])(=[O:27])=[O:26])=[CH:23][C:18]=3[O:17][C:16]([CH3:30])([CH3:29])[C:15]2=[O:31])[CH:10]=[CH:11][C:12]=1[F:13].C(=O)([O-])[O-].[K+].[K+].[C:38](=[O:45])([O:40][C:41]([CH3:44])([CH3:43])[CH3:42])[NH2:39]>C(OCC)(=O)C.C([O-])(=O)C.[Pd+2].C([O-])(=O)C.C1(P(C2CCCCC2)C2C=CC=CC=2C2C(C(C)C)=CC(C(C)C)=CC=2C(C)C)CCCCC1.C1(B(O)O)C=CC=CC=1>[CH3:29][C:16]1([CH3:30])[C:15](=[O:31])[N:14]([C:9]2[CH:10]=[CH:11][C:12]([F:13])=[C:7]([NH:39][C:38](=[O:45])[O:40][C:41]([CH3:44])([CH3:43])[CH3:42])[CH:8]=2)[C:19]2[CH:20]=[CH:21][C:22]([NH:24][S:25]([CH3:28])(=[O:27])=[O:26])=[CH:23][C:18]=2[O:17]1 |f:2.3.4,7.8.9|. Procedure details: A mixture of palladium acetate (1.3 mg), 2-dicyclohexylphosphino-2′,4′,6′-triisopropyl-1,1′-biphenyl (7.2 mg), phenylboronic acid (0.9 mg) and tert-butanol (2 mL) was stirred at room temperature for 20 minutes under argon atmosphere. To the reaction mixture were added N-[4-(3-chloro-4-fluorophenyl)-2,2-dimethyl-3-oxo-3,4-dihydro-2H-1,4-benzoxazin-7-yl]methanesulfonamide (compound obtained in Example 13, 60 mg), potassium carbonate (62 mg), tert-butyl carbamate (35 mg) and tert-butanol (5 mL), an... The reactants are C1(CCCCCC1)NCC1=CC(=CC=C1)CNC1CCCCCC1 (N,N'-dicycloheptyl-m-xylylenediamine), FC1=C(C(=CC(=C1)F)F)NC(OC1=CC=CC=C1)=O (phenyl 2,4,6-trifluorophenylcarbamate). Solvent: C1(=CC=CC=C1)C (toluene). The product is C1(CCCCCC1)N(C(=O)NC1=C(C=C(C=C1F)F)F)CC1=CC(=CC=C1)CN(C(=O)NC1=C(C=C(C=C1F)F)F)C1CCCCCC1 (1,3-bis[[1-cycloheptyl-3-(2,4,6-trifluorophenyl)ureido]methyl]benzene). The yield is 64.1%. Reaction SMILES: [CH:1]1([NH:8][CH2:9][C:10]2[CH:15]=[CH:14][CH:13]=[C:12]([CH2:16][NH:17][CH:18]3[CH2:24][CH2:23][CH2:22][CH2:21][CH2:20][CH2:19]3)[CH:11]=2)[CH2:7][CH2:6][CH2:5][CH2:4][CH2:3][CH2:2]1.[F:25][C:26]1[CH:31]=[C:30]([F:32])[CH:29]=[C:28]([F:33])[C:27]=1[NH:34][C:35](=[O:43])OC1C=CC=CC=1>C1(C)C=CC=CC=1>[CH:18]1([N:17]([CH2:16][C:12]2[CH:13]=[CH:14][CH:15]=[C:10]([CH2:9][N:8]([CH:1]3[CH2:7][CH2:6][CH2:5][CH2:4][CH2:3][CH2:2]3)[C:35]([NH:34][C:27]3[C:28]([F:33])=[CH:29][C:30]([F:32])=[CH:31][C:26]=3[F:25])=[O:43])[CH:11]=2)[C:35]([NH:34][C:27]2[C:28]([F:33])=[CH:29][C:30]([F:32])=[CH:31][C:26]=2[F:25])=[O:43])[CH2:24][CH2:23][CH2:22][CH2:21][CH2:20][CH2:19]1. Reported procedure: A mixture of 0.82 g N,N'-dicycloheptyl-m-xylylenediamine, 1.26 g phenyl 2,4,6-trifluorophenylcarbamate and 50 ml toluene was heated under reflux for one hour. After cooling, the reaction mixture was washed twice with 50 ml of 1N-NaOH solution and then with sodium chloride solution, and dried over anhydrous magnesium sulfate. The solvent was distilled off under reduced pressure from the dried solution, and the residue was recrystallized from acetone, giving 1.02 g of 1,3-bis[[1-cycloheptyl-3-(2,4...